This data is from the Open Reaction Database (ORD), a public repository of structured organic reaction records. The task is: describe an organic reaction: reactants, conditions, products, and yield The reactants are NCCNC1=C(C=C(C=C1)N1[CH-]OCC1=O)[N+](=O)[O-] (N-[4-(β-aminoethyl)amino-3-nitrophenyl]oxazolidone), [OH-].[Na+] (sodium hydroxide). Run in C(C)O (ethanol). Conditions: temperature 95 celsius. The product is NCCNC1=C(C=C(C=C1)NCCO)[N+](=O)[O-] (1-(β-aminoethyl)amino-2-nitro-4-[(β-hydroxyethyl)amino]benzene). Isolated yield 9.0%. Reaction SMILES: [NH2:1][CH2:2][CH2:3][NH:4][C:5]1[CH:10]=[CH:9][C:8]([N:11]2[C:15](=O)[CH2:14][O:13][CH-]2)=[CH:7][C:6]=1[N+:17]([O-:19])=[O:18].[OH-].[Na+]>C(O)C>[NH2:1][CH2:2][CH2:3][NH:4][C:5]1[CH:10]=[CH:9][C:8]([NH:11][CH2:15][CH2:14][OH:13])=[CH:7][C:6]=1[N+:17]([O-:19])=[O:18] |f:1.2|. Procedure: 0.4 mole (10.64 g) of N-[4-(β-aminoethyl)amino-3-nitrophenyl]oxazolidone, prepared according to Example 10, is added to 27 ml of 3N sodium hydroxide and 11 ml of 96° strength ethanol. After being heated for 45 minutes at 95° C., the solution is poured onto ice, and the precipitate obtained is drained and then washed with iced water. After being dried under vacuum, 0.036 mole (8.7 g) of the expected product is obtained. It melts at 112° C. Starting materials: Brc1cnc2ccccn12, CCCC[Sn](Cl)(CCCC)CCCC, C1CCOC1, [Li]CCCC. Yields the product CCCC[Sn](CCCC)(CCCC)c1cnc2ccccn12. RXN SMILES: [Br:1][c:2]1[cH:3][n:4][c:5]2[n:6]1[cH:7][cH:8][cH:9][cH:10]2.[CH2:16]([CH2:17][CH2:18][CH3:19])[Sn:20]([CH2:21][CH2:22][CH2:23][CH3:24])([CH2:25][CH2:26][CH2:27][CH3:28])[Cl:29].[CH2:30]1[O:31][CH2:32][CH2:33][CH2:34]1.[CH3:11][CH2:12][CH2:13][CH2:14][Li:15]>>[c:2]1([Sn:20]([CH2:16][CH2:17][CH2:18][CH3:19])([CH2:21][CH2:22][CH2:23][CH3:24])[CH2:25][CH2:26][CH2:27][CH3:28])[cH:3][n:4][c:5]2[n:6]1[cH:7][cH:8][cH:9][cH:10]2. The reactants are O (water), C([O-])([O-])=O.[Ca+2] (calcium carbonate), C(C)(=O)OCC([C@@]12[C@@H](C[C@H]3[C@@H]4CCC5=CC(C=C[C@]5(C)[C@H]4[C@H](C[C@]13C)O)=O)OCO2)=O (21-acetoxy-11β-hydroxy-16α,17α-methylenedioxy-1,4-pregnadiene-3,20-dione). Run in CO (methanol). Product: O[C@@H]1[C@@H]2[C@]3(C=CC(C=C3CC[C@H]2[C@@H]2C[C@@H]3[C@](C(CO)=O)([C@]2(C1)C)OCO3)=O)C (11β,21-dihydroxy-16α,17α-methylenedioxy-1,4-pregnadiene-3,20-dione). The yield is 56.0%. As a reaction SMILES: C([O:4][CH2:5][C:6](=[O:31])[C@@:7]12[O:30][CH2:29][O:28][C@@H:8]1[CH2:9][C@@H:10]1[C@:24]2([CH3:25])[CH2:23][C@H:22]([OH:26])[C@H:21]2[C@H:11]1[CH2:12][CH2:13][C:14]1[C@:19]2([CH3:20])[CH:18]=[CH:17][C:16](=[O:27])[CH:15]=1)(=O)C.O.C(=O)([O-])[O-].[Ca+2]>CO>[OH:26][C@H:22]1[CH2:23][C@@:24]2([CH3:25])[C@@H:10]([CH2:9][C@H:8]3[O:28][CH2:29][O:30][C@:7]32[C:6](=[O:31])[CH2:5][OH:4])[C@H:11]2[C@H:21]1[C@:19]1([CH3:20])[C:14]([CH2:13][CH2:12]2)=[CH:15][C:16](=[O:27])[CH:17]=[CH:18]1 |f:2.3|. Procedure details: 1.5 g of 21-acetoxy-11β-hydroxy-16α,17α-methylenedioxy-1,4-pregnadiene-3,20-dione is dissolved in 510 ml of methanol and 111 ml of water and refluxed under agitation with 1.5 g of calcium carbonate for 24 hours. The calcium carbonate is removed by vacuum-filtering; the filtrate is concentrated to turbidity and poured on water. After the usual working-up process, the crude product is purified on 115 g of silica gel with a methylene chloride-acetone gradient (0-20% acetone), thus isolating 758 mg ... Starting materials: COC=1C=C(C=CC1)CC(CC#C)C (5-(m-methoxyphenyl)-4-methyl-pent-1-yne), O1OOCCC1 (trioxan), C=O (formalin), C(C)NCC (diethylamine), cuprous chloride, [OH-].[Na+] (sodium hydroxide). The solvent is O1CCOCC1 (dioxan), C(C)(=O)O (acetic acid). Product: C(C)N(CC#CCC(CC1=CC(=CC=C1)OC)C)CC (1-diethylamino-5-methyl-6-(m-methoxyphenyl)-hex-2-yne). Reaction SMILES: [CH3:1][O:2][C:3]1[CH:4]=[C:5]([CH2:9][CH:10]([CH3:14])[CH2:11][C:12]#[CH:13])[CH:6]=[CH:7][CH:8]=1.O1[CH2:20][CH2:19]COO1.C=O.[CH2:23]([NH:25][CH2:26]C)[CH3:24].[OH-].[Na+]>O1CCOCC1.C(O)(=O)C>[CH2:23]([N:25]([CH2:19][CH3:20])[CH2:26][C:13]#[C:12][CH2:11][CH:10]([CH3:14])[CH2:9][C:5]1[CH:6]=[CH:7][CH:8]=[C:3]([O:2][CH3:1])[CH:4]=1)[CH3:24] |f:4.5|. Procedure details: Heat 5-(m-methoxyphenyl)-4-methyl-pent-1-yne (8 g), trioxan (0.5 g), 30% formalin (5.5 cc), diethylamine (4 g), acetic acid (2.75 g), dioxan (25 cc) and cuprous chloride (0.12 g) together at 70° for 15 hours. Make cooled solution alkaline with 10% aqueous sodium hydroxide and extract with ether. Wash the ethereal solution with water and extract with 10% hydrochloric acid (3 × 20 cc). Combine the acid extracts, wash with ether and make alkaline with 10% aqueous sodium hydroxide and extract with e...